Dataset: the Open Reaction Database (ORD), a public repository of structured organic reaction records. Task: describe an organic reaction: reactants, conditions, products, and yield Reactants: N[C@@H]([C@@H](C)CC)C(=O)OC (isoleucine, methyl ester), CC(C)(OC(=O)N[C@H](C(CNC(=O)N[C@@H]([C@@H](C)CC)C(=O)OC)O)CC(C)C)C (N-[[[(3S)-3-[[(1,1-Dimethylethoxy)carbonyl]amino]-2-hydroxy-5-methylhexyl]amino]carbonyl]-L-isoleucine, methyl ester), Cl (hydrochloric acid). The solvent is O1CCOCC1 (dioxane). Reaction conditions: time 2.5 hour. Product: Cl.N[C@H](C(CNC(=O)N[C@@H]([C@@H](C)CC)C(=O)OC)O)CC(C)C (N-[[[(3S)-3-amino-2-hydroxy-5-methylhexyl]amino]carbonyl]-L-isoleucine, methyl ester, monohydrochloride). As a reaction SMILES: N[C@H](C(OC)=O)[C@H](CC)C.CC(C)(OC([NH:17][C@@H:18]([CH2:35][CH:36]([CH3:38])[CH3:37])[CH:19]([OH:34])[CH2:20][NH:21][C:22]([NH:24][C@H:25]([C:30]([O:32][CH3:33])=[O:31])[C@H:26]([CH2:28][CH3:29])[CH3:27])=[O:23])=O)C.[ClH:40]>O1CCOCC1>[ClH:40].[NH2:17][C@@H:18]([CH2:35][CH:36]([CH3:37])[CH3:38])[CH:19]([OH:34])[CH2:20][NH:21][C:22]([NH:24][C@H:25]([C:30]([O:32][CH3:33])=[O:31])[C@H:26]([CH2:28][CH3:29])[CH3:27])=[O:23] |f:4.5|. Procedure: The isoleucine, methyl ester product from part (d) (0.43 g., 1.03 mmole) is dissolved in a solution of hydrochloric acid in dioxane (2N, 3 ml.) and kept at room temperature for 2.5 hours. The mixture is then concentrated to dryness in vacuo to give N-[[[(3S)-3-amino-2-hydroxy-5-methylhexyl]amino]carbonyl]-L-isoleucine, methyl ester, monohydrochloride. Reactants: CC(C)n1ncc2c(O)nc(-c3ccc([N+](=O)[O-])cc3)nc21, O, O=P(Cl)(Cl)Cl. Product: CC(C)n1ncc2c(Cl)nc(-c3ccc([N+](=O)[O-])cc3)nc21. As a reaction SMILES: [CH:1]([CH3:2])([CH3:3])[n:4]1[n:5][cH:6][c:7]2[c:8]1[n:9][c:10](-[c:14]1[cH:15][cH:16][c:17]([N+:20](=[O:21])[O-:22])[cH:18][cH:19]1)[n:11][c:12]2[OH:13].[OH2:23].[P:24]([Cl:25])([Cl:26])([Cl:27])=[O:28]>>[CH:1]([CH3:2])([CH3:3])[n:4]1[n:5][cH:6][c:7]2[c:8]1[n:9][c:10](-[c:14]1[cH:15][cH:16][c:17]([N+:20](=[O:21])[O-:22])[cH:18][cH:19]1)[n:11][c:12]2[Cl:26]. The reactants are C(#N)C1=CC2=C(N(C=N2)C2=CC(=CC=C2)I)C=C1 (5-cyano-1-(3-iodophenyl)benzimidazole), C(C)B(C=1C=NC=CC1)CC (diethyl 3-pyridylborane), C([O-])([O-])=O.[K+].[K+] (potassium carbonate). Reagents/catalysts: C=1C=CC(=CC1)[P](C=2C=CC=CC2)(C=3C=CC=CC3)[Pd]([P](C=4C=CC=CC4)(C=5C=CC=CC5)C=6C=CC=CC6)([P](C=7C=CC=CC7)(C=8C=CC=CC8)C=9C=CC=CC9)[P](C=1C=CC=CC1)(C=1C=CC=CC1)C=1C=CC=CC1 (tetrakis(triphenylphosphine)palladium(0)). The solvent is O (water), C(OC)COC (dimethoxyethane), O (water). Reaction conditions: temperature 80 celsius, time 8 hour. Yields the product C(#N)C1=CC2=C(N(C=N2)C2=CC(=CC=C2)C=2C=NC=CC2)C=C1 (5-cyano-1-(3-(3-pyridyl)phenyl)benzimidazol). As a reaction SMILES: [C:1]([C:3]1[CH:18]=[CH:17][C:6]2[N:7]([C:10]3[CH:15]=[CH:14][CH:13]=[C:12](I)[CH:11]=3)[CH:8]=[N:9][C:5]=2[CH:4]=1)#[N:2].C(B(CC)[C:22]1[CH:23]=[N:24][CH:25]=[CH:26][CH:27]=1)C.C(=O)([O-])[O-].[K+].[K+]>O.C(COC)OC.C1C=CC([P]([Pd]([P](C2C=CC=CC=2)(C2C=CC=CC=2)C2C=CC=CC=2)([P](C2C=CC=CC=2)(C2C=CC=CC=2)C2C=CC=CC=2)[P](C2C=CC=CC=2)(C2C=CC=CC=2)C2C=CC=CC=2)(C2C=CC=CC=2)C2C=CC=CC=2)=CC=1>[C:1]([C:3]1[CH:18]=[CH:17][C:6]2[N:7]([C:10]3[CH:15]=[CH:14][CH:13]=[C:12]([C:22]4[CH:23]=[N:24][CH:25]=[CH:26][CH:27]=4)[CH:11]=3)[CH:8]=[N:9][C:5]=2[CH:4]=1)#[N:2] |f:2.3.4,^1:46,48,67,86|. Procedure details: A mixture of (31) (4 g, 11.6 mmol), diethyl 3-pyridylborane (2.04 g, 13.9 mmol), potassium carbonate (4.8 g, 34.8 mmol) and tetrakis(triphenylphosphine)palladium(0) (0.2 g) in a mixture of water (20 ml) and dimethoxyethane is stirred at 80° C. in a nitrogen atmosphere overnight. After cooling the resulting suspension is poured into water and the crude product is filtered off, washed with water and dried. Purification is achieved by column-chromatography on silica gel using a mixture of ethyl ace... Starting materials: [OH-].[NH4+] (Ammonium hydroxide), N[C@H](C(C)(C)C)C(=O)O (D-tert-leucine). Solvent: CC(=O)C (acetone). Conditions: temperature 85 celsius, time 12 hour. Yields the product NC(C(C)(C)C)C(=O)O (DL-tert-leucine). Isolated yield 92.0%. RXN SMILES: [OH-].[NH4+].[NH2:3][C@@H:4]([C:9]([OH:11])=[O:10])[C:5]([CH3:8])([CH3:7])[CH3:6]>CC(C)=O>[NH2:3][CH:4]([C:9]([OH:11])=[O:10])[C:5]([CH3:8])([CH3:7])[CH3:6] |f:0.1|. Reported procedure: Ammonium hydroxide (50 mL, 30%) solution was placed in an autoclave and D-tert-leucine (5 g) was added. Autoclave was closed and the contents were heated to 85° C. under stirring for 12 hours. After cooling the solution was transferred and concentrated under vacuum at 55° C. The solid residue obtained was stirred with acetone (20 mL), filtered and dried to obtain DL-tert-leucine (4.6 g, 92% yield, L-isomer: 42%, D-isomer: 58%) The reactants are C(=O)(OC(C)(C)C)N[C@H]([C@H](C[C@H](C(=O)O)CC1=CC=C(C=C1)OCC1=CC=CC=C1)O)CC1=CC=C(C=C1)OCC1=CC=CC=C1 (5(S)-(Boc-amino)-4(S)-hydroxy-6-(p-benzyloxyphenyl)-2(R)-[(p-benzyloxyphenyl)methyl]-hexanoic acid), C(C)(C)(C)[Si](Cl)(C)C (tert-butyldimethylchlorosilane), N1C=NC=C1 (imidazole). Run in CN(C)C=O (DMF). Conditions: time 1 hour. The product is crude product, C(=O)(OC(C)(C)C)N[C@H]([C@H](C[C@H](C(=O)O)CC1=CC=C(C=C1)OCC1=CC=CC=C1)O[Si](C)(C)C(C)(C)C)CC1=CC=C(C=C1)OCC1=CC=CC=C1 (5(S)-(Boc-Amino)-4(S)-(tert-butyldimethylsilyloxy)-6-(p-benzyloxy-phenyl)-2(R)-[(p-benzyloxyphenyl)methyl]hexanoic acid). RXN SMILES: [C:1]([NH:8][C@@H:9]([CH2:32][C:33]1[CH:38]=[CH:37][C:36]([O:39][CH2:40][C:41]2[CH:46]=[CH:45][CH:44]=[CH:43][CH:42]=2)=[CH:35][CH:34]=1)[C@@H:10]([OH:31])[CH2:11][C@@H:12]([CH2:16][C:17]1[CH:22]=[CH:21][C:20]([O:23][CH2:24][C:25]2[CH:30]=[CH:29][CH:28]=[CH:27][CH:26]=2)=[CH:19][CH:18]=1)[C:13]([OH:15])=[O:14])([O:3][C:4]([CH3:7])([CH3:6])[CH3:5])=[O:2].[C:47]([Si:51]([CH3:54])([CH3:53])Cl)([CH3:50])([CH3:49])[CH3:48].N1C=CN=C1>CN(C=O)C>[C:1]([NH:8][C@@H:9]([CH2:32][C:33]1[CH:34]=[CH:35][C:36]([O:39][CH2:40][C:41]2[CH:46]=[CH:45][CH:44]=[CH:43][CH:42]=2)=[CH:37][CH:38]=1)[C@@H:10]([O:31][Si:51]([C:47]([CH3:50])([CH3:49])[CH3:48])([CH3:54])[CH3:53])[CH2:11][C@@H:12]([CH2:16][C:17]1[CH:22]=[CH:21][C:20]([O:23][CH2:24][C:25]2[CH:26]=[CH:27][CH:28]=[CH:29][CH:30]=2)=[CH:19][CH:18]=1)[C:13]([OH:15])=[O:14])([O:3][C:4]([CH3:6])([CH3:7])[CH3:5])=[O:2]. Procedure details: 2.44 g (3.90 mmol) of 5(S)-(Boc-amino)-4(S)-hydroxy-6-(p-benzyloxyphenyl)-2(R)-[(p-benzyloxyphenyl)methyl]-hexanoic acid in 14 ml of DMF are stirred, under an N2 atmosphere, together with 2.70 g (17.6 mmol) of tert-butyldimethylchlorosilane and 2.18 g (32 mmol) of imidazole at RT for 18 h. The reaction mixture is poured onto ice-water, and this mixture is extracted with 3 portions of ethyl acetate; the organic phases are washed with 10% citric acid solution, H2O and saline, dried with Na2SO4 and... Reactants: C(C)(C)(C)N1N=C(C=C1C1=CC=C(C=C1)OC)CCC=O (3-(1-tert-butyl-5-(4-methoxyphenyl)-1H-pyrazol-3-yl)propanal), NaBH(OAc)s, ClC1=CC=C(C=C1)N1CCNCC1 (1-(4-chlorophenyl)piperazine), CCN(C(C)C)C(C)C (DIPEA). Product: C(C)(C)(C)N1N=C(C=C1C1=CC=C(C=C1)OC)CCCN1CCN(CC1)C1=CC=C(C=C1)Cl (1-(3-(1-tert-butyl-5-(4-methoxyphenyl)-1H-pyrazol-3-yl)propyl)-4-(4-chlorophenyl)piperazine). Reaction SMILES: [C:1]([N:5]1[C:9]([C:10]2[CH:15]=[CH:14][C:13]([O:16][CH3:17])=[CH:12][CH:11]=2)=[CH:8][C:7]([CH2:18][CH2:19][CH:20]=O)=[N:6]1)([CH3:4])([CH3:3])[CH3:2].[Cl:22][C:23]1[CH:28]=[CH:27][C:26]([N:29]2[CH2:34][CH2:33][NH:32][CH2:31][CH2:30]2)=[CH:25][CH:24]=1.CCN(C(C)C)C(C)C>>[C:1]([N:5]1[C:9]([C:10]2[CH:15]=[CH:14][C:13]([O:16][CH3:17])=[CH:12][CH:11]=2)=[CH:8][C:7]([CH2:18][CH2:19][CH2:20][N:32]2[CH2:31][CH2:30][N:29]([C:26]3[CH:25]=[CH:24][C:23]([Cl:22])=[CH:28][CH:27]=3)[CH2:34][CH2:33]2)=[N:6]1)([CH3:3])([CH3:2])[CH3:4]. Procedure: 82 mg (55%) of target compound was obtained by using a method same as in Example 1 by using 3-(1-tert-butyl-5-(4-methoxyphenyl)-1H-pyrazol-3-yl)propanal (85 mg, 0.297 mmol), 1-(4-chlorophenyl)piperazine (80 mg, 0.297 mmol), DIPEA (0.078 mL, 0.446 mmol) and NaBH(OAc)s (189 mg, 0.891 mmol). Reactants: FC1=CC=C(C=C1)C=1N=C(SC1)C(C(=O)OCC)(C)C (ethyl 2-(4-(4-fluorophenyl)thiazol-2-yl)-2-methylpropanoate), O.[OH-].[Li+] (lithium hydroxide monohydrate). Run in C1CCOC1.C(C)O.O (THF ethanol water). Reaction conditions: time 8 hour. The product is FC1=CC=C(C=C1)C=1N=C(SC1)C(C(=O)O)(C)C (2-(4(4-fluorophenyl)thiazol-2-yl)-2-methylpropanoic acid). Yield: 99.2%. As a reaction SMILES: [F:1][C:2]1[CH:7]=[CH:6][C:5]([C:8]2[N:9]=[C:10]([C:13]([CH3:20])([CH3:19])[C:14]([O:16]CC)=[O:15])[S:11][CH:12]=2)=[CH:4][CH:3]=1.O.[OH-].[Li+]>C1COCC1.C(O)C.O>[F:1][C:2]1[CH:3]=[CH:4][C:5]([C:8]2[N:9]=[C:10]([C:13]([CH3:20])([CH3:19])[C:14]([OH:16])=[O:15])[S:11][CH:12]=2)=[CH:6][CH:7]=1 |f:1.2.3,4.5.6|. Procedure details: To a stirred solution of ethyl 2-(4-(4-fluorophenyl)thiazol-2-yl)-2-methylpropanoate (0.900 g, 3.07 mmol) in 1:1:1 THF/ethanol/water (15 mL) was added lithium hydroxide monohydrate (0.451 g, 10.7 mmol). After overnight stirring, the reaction was concentrated and redissolved in water (80 mL). The solution was washed with ether (1×50 mL), acidified with the addition of 1 N HCl (15 mL) and extracted with ethyl acetate (2×50 mL). The combined extracts were dried (Na2SO4) and concentrated to afford 2... The reactants are COC1=NC=C(C=C1)NC(=O)C1CC1 (N-(2-methoxy-5-pyridyl)-cyclopropane carboxamide), P(Cl)(Cl)(Cl)(Cl)Cl (phosphorus pentachloride). Solvent: ClCCl (dichloromethane). Run at time 1 hour. Yields the product COC1=NC=C(C=C1)N=C(C1CC1)Cl (N-(2-methoxy-5-pyridyl)-cyclopropylmethanimidoyl chloride), hydrochloride salt. Isolated yield 97.0%. RXN SMILES: [CH3:1][O:2][C:3]1[CH:8]=[CH:7][C:6]([NH:9][C:10]([CH:12]2[CH2:14][CH2:13]2)=O)=[CH:5][N:4]=1.P(Cl)(Cl)(Cl)(Cl)[Cl:16]>ClCCl>[CH3:1][O:2][C:3]1[CH:8]=[CH:7][C:6]([N:9]=[C:10]([Cl:16])[CH:12]2[CH2:14][CH2:13]2)=[CH:5][N:4]=1. Reported procedure: N-(2-methoxy-5-pyridyl)-cyclopropane carboxamide (5.0 g, 0.026 mol) was added portionwise to stirred solution of phosphorus pentachloride (5.42 g, 0.026 mol) in dichloromethane (25 ml) under a nitrogen atmosphere at room temperature. After complete addition the mixture was stirred at room temperature for one hour and then heated at reflux for a further one hour. The reaction mixture was then evaporated under vacuum to give a solid product which was washed with diethyl ether (50 ml) and air dried...